Dataset: the Open Reaction Database (ORD), a public repository of structured organic reaction records. Task: describe an organic reaction: reactants, conditions, products, and yield Reactants: C(C1=CC=CC=C1)ONC(=O)C=1C(=NC(=C(C1)F)Cl)Cl (N-benzyloxy-2,6-dichloro-5-fluoro-3-pyridinecarboxamide), COC1=CC=C(C=C1)N=C=O (4-methoxyphenyl isocyanate), [H-].[Na+] (NaH), oil. The solvent is CC(=O)N(C)C (DMA). Product: C(C1=CC=CC=C1)ON1C(N(C2=C(C1=O)C=C(C(=N2)Cl)F)C2=CC=C(C=C2)OC)=O (3-Benzyloxy-7-chloro-6-fluoro-1-(4-methoxyphenyl)-1H-pyrido[2,3-d]pyrimidine-2,4-dione). Isolated yield 68.2%. Reaction SMILES: [CH2:1]([O:8][NH:9][C:10]([C:12]1[C:13](Cl)=[N:14][C:15]([Cl:19])=[C:16]([F:18])[CH:17]=1)=[O:11])[C:2]1[CH:7]=[CH:6][CH:5]=[CH:4][CH:3]=1.[H-].[Na+].[CH3:23][O:24][C:25]1[CH:30]=[CH:29][C:28]([N:31]=[C:32]=[O:33])=[CH:27][CH:26]=1>CC(N(C)C)=O>[CH2:1]([O:8][N:9]1[C:10](=[O:11])[C:12]2[CH:17]=[C:16]([F:18])[C:15]([Cl:19])=[N:14][C:13]=2[N:31]([C:28]2[CH:27]=[CH:26][C:25]([O:24][CH3:23])=[CH:30][CH:29]=2)[C:32]1=[O:33])[C:2]1[CH:7]=[CH:6][CH:5]=[CH:4][CH:3]=1 |f:1.2|. Reported procedure: Using the General Method 5, the reaction of N-benzyloxy-2,6-dichloro-5-fluoro-3-pyridinecarboxamide (Example M-2, 2.00 g, 6.34 mmol) and 60% NaH in oil (300 mg, 7.52 mmol) with 4-methoxyphenyl isocyanate (1.31 mL, 9.51 mmol) in DMA afforded crude product. Recrystallization from chloroform provided 1.85 g of the title compound as a solid. mp 238-240° C. Product: CC=1CC=2C(=CC(=C(C2CC1C)O)OC)O (5,8-dihydro-6,7-dimethyl-2-methoxynaphthalene-1,4-diol). RXN SMILES: [CH3:1][C:2]1[CH2:3][CH:4]2[CH:9]([CH2:10][C:11]=1[CH3:12])[C:8](=[O:13])[C:7]([O:14][CH3:15])=[CH:6][C:5]2=[O:16].N#N.C([O-])([O-])=O.[K+].[K+].Cl>CO>[CH3:1][C:2]1[CH2:3][C:4]2[C:5]([OH:16])=[CH:6][C:7]([O:14][CH3:15])=[C:8]([OH:13])[C:9]=2[CH2:10][C:11]=1[CH3:12] |f:2.3.4|. Procedure: A solution of 6,7-dimethyl-2-methoxy-4a,5,8,8a-tetrahydronaphthalene-1,4-dione (4.0 g, 18.2 mmol) in MeOH (600 mL) was purged with a stream of N2 for 10 min with stirring at rt. With continued N2 purging, solid K2CO3 (2.51 g, 18.2 mmol, Baker) was added to the stirred solution. The solution immediately turned yellow. The reaction was allowed to stir for 30 min at rt under N2, after which it was brown. To this there was added a dilute HCl solution (10% concd HCl, 90% H2O, 200 mL) in one portion. ... Reactants: Cl (HCl), CC=1CC2C(C=C(C(C2CC1C)=O)OC)=O (6,7-dimethyl-2-methoxy-4a,5,8,8a-tetrahydronaphthalene-1,4-dione), N#N (N2), N#N (N2), C(=O)([O-])[O-].[K+].[K+] (K2CO3). The solvent is CO (MeOH). Reactants: C(C)(=O)N(CC(=O)OCC)S(=O)(=O)C1=CC=C(C=C1)C=1C(=NOC1C)C1=CC=CC=C1 (N-acetyl-N-[[4-(5-methyl-3-phenylisoxazol-4-yl)phenyl]sulfonyl]glycine, ethyl ester), O[Li].O (LiOH.H2O). Solvent: CO (methanol), O (water). Reaction conditions: time 5 day. The product is CC1=C(C(=NO1)C1=CC=CC=C1)C1=CC=C(C=C1)S(=O)(=O)NCC(=O)O (N-[[4-(5-methyl-3-phenylisoxazol-4-yl)phenyl]sulfonyl]glycine). The yield is 69.1%. As a reaction SMILES: C([N:4]([S:11]([C:14]1[CH:19]=[CH:18][C:17]([C:20]2[C:21]([C:26]3[CH:31]=[CH:30][CH:29]=[CH:28][CH:27]=3)=[N:22][O:23][C:24]=2[CH3:25])=[CH:16][CH:15]=1)(=[O:13])=[O:12])[CH2:5][C:6]([O:8]CC)=[O:7])(=O)C.O[Li].O>CO.O>[CH3:25][C:24]1[O:23][N:22]=[C:21]([C:26]2[CH:27]=[CH:28][CH:29]=[CH:30][CH:31]=2)[C:20]=1[C:17]1[CH:18]=[CH:19][C:14]([S:11]([NH:4][CH2:5][C:6]([OH:8])=[O:7])(=[O:13])=[O:12])=[CH:15][CH:16]=1 |f:1.2|. Procedure details: To a stirred solution of N-acetyl-N-[[4-(5-methyl-3-phenylisoxazol-4-yl)phenyl]sulfonyl]glycine, ethyl ester (Step 1) (0.24 g, 0.54 mmol) in methanol was added LiOH.H2O (0.06 g, 1.36 mmol) in water. After 5 days the reaction was complete and the solvents were removed in vacuo. The resulting semi-solid was partitioned between ethyl acetate and 1N KHSO4 solution. The ethyl acetate phase was dried over MgSO4, filtered and concentrated in vacuo yielding N-[[4-(5-methyl-3-phenylisoxazol-4-yl)phenyl]s... Reactants: CC1CC(CN(C1)C(=O)OC(C)(C)C)C(=O)OC (1-tert-butyl 3-methyl 5-methylpiperidine-1,3-dicarboxylate), O1CCOCC1 (dioxane), CO (methanol), [OH-].[Na+] (Sodium hydroxide). Run in O (water). Conditions: temperature 80 celsius. Product: C(C)(C)(C)OC(=O)N1CC(CC(C1)C)C(=O)O (1-(tert-butoxycarbonyl)-5-methylpiperidine-3-carboxylic acid). As a reaction SMILES: [CH3:1][CH:2]1[CH2:7][N:6]([C:8]([O:10][C:11]([CH3:14])([CH3:13])[CH3:12])=[O:9])[CH2:5][CH:4]([C:15]([O:17]C)=[O:16])[CH2:3]1.O1CCOCC1.CO.[OH-].[Na+]>O>[C:11]([O:10][C:8]([N:6]1[CH2:7][CH:2]([CH3:1])[CH2:3][CH:4]([C:15]([OH:17])=[O:16])[CH2:5]1)=[O:9])([CH3:12])([CH3:13])[CH3:14] |f:3.4|. Reported procedure: 136B was dissolved with dioxane (14 mL) and methanol (7 mL). Sodium hydroxide (1.32 g, 33 mmol) in water (2 mL) was added and the mixture was heated to 80° C. for 5 hrs. Solvent was removed under vacuum and the residue was partitioned between 2N HCl (50 mL) and ethyl acetate (50 mL). The mixture was transferred to a separatory funnel and the organics were separated. The aqueous layer was extracted with ethyl acetate (2×25 mL), and the organics were combined and dried over sodium sulfate and filt... Yields the product COC(C)c1cccc([N+](=O)[O-])c1. Reactants: C[O-], CO, CC(Cl)c1cccc([N+](=O)[O-])c1, [Na+]. Reaction SMILES: [CH3:13][O-:14].[CH3:16][OH:17].[CH3:1][CH:2]([c:3]1[cH:4][c:5]([N+:9](=[O:10])[O-:11])[cH:6][cH:7][cH:8]1)[Cl:12].[Na+:15]>>[CH3:1][CH:2]([c:3]1[cH:4][c:5]([N+:9](=[O:10])[O-:11])[cH:6][cH:7][cH:8]1)[O:14][CH3:13]. The reactants are [OH-].[K+] (potassium hydroxide), C(C)O (ethanol), C(#N)C(C(=O)OCC)[C@@H]1CC[C@H](CC1)\C=C\CCC (ethyl cyano-[trans-4-(1E-pentenyl)cyclohexyl]acetate). Solvent: O (water), O (water). Reaction conditions: time 3 day. Product: C(=C\CCC)/[C@@H]1CC[C@H](CC1)C(C(=O)O)C(=O)O ([trans-4-(1E-pentenyl)cyclohexyl]malonic acid). RXN SMILES: [OH-:1].[K+].C([OH:5])C.[C:6]([CH:8]([C@H:14]1[CH2:19][CH2:18][C@H:17](/[CH:20]=[CH:21]/[CH2:22][CH2:23][CH3:24])[CH2:16][CH2:15]1)[C:9]([O:11]CC)=[O:10])#N>O>[CH:20](/[C@H:17]1[CH2:18][CH2:19][C@H:14]([CH:8]([C:9]([OH:11])=[O:10])[C:6]([OH:5])=[O:1])[CH2:15][CH2:16]1)=[CH:21]\[CH2:22][CH2:23][CH3:24] |f:0.1|. Procedure details: A mixture of 36.9 g of potassium hydroxide, 250 ml of water, 250 ml of ethanol and 37.2 g of ethyl cyano-[trans-4-(1E-pentenyl)cyclohexyl]acetate is heated to boiling for 3 days while stirring. After cooling the reaction mixture is diluted with 500 ml of water and washed with two 200 ml portions of diethyl ether. 220 ml of 10 percent (v/v) sulphuric acid are added dropwise to the aqueous phase. The precipitated product is extracted with three 200 ml portions of diethyl ether. The extract is wash... The reactants are ClC1=CC2=C(OC3=C(C(=N2)Cl)C=CC=C3)C=C1 (8,11-dichlorodibenz[b,f][1,4]oxazepine), C(CCCCCCCC)N1CCNCC1 (1-nonylpiperazine), N12CCCCCC2=NCCC1 (1,8-diazabicyclo[5.4.0]undec-7-ene). Run in C(C)#N (acetonitrile). Product: ClC1=CC2=C(OC3=C(C(=N2)N2CCN(CC2)CCCCCCCCC)C=CC=C3)C=C1 (8-chloro-11-(4-nonyl-1-piperazinyl)dibenz[b,f][1,4]oxazepine), solid. Yield: 28.0%. Reaction SMILES: [Cl:1][C:2]1[CH:17]=[CH:16][C:5]2[O:6][C:7]3[CH:15]=[CH:14][CH:13]=[CH:12][C:8]=3[C:9](Cl)=[N:10][C:4]=2[CH:3]=1.[CH2:18]([N:27]1[CH2:32][CH2:31][NH:30][CH2:29][CH2:28]1)[CH2:19][CH2:20][CH2:21][CH2:22][CH2:23][CH2:24][CH2:25][CH3:26].N12CCCN=C1CCCCC2>C(#N)C>[Cl:1][C:2]1[CH:17]=[CH:16][C:5]2[O:6][C:7]3[CH:15]=[CH:14][CH:13]=[CH:12][C:8]=3[C:9]([N:30]3[CH2:31][CH2:32][N:27]([CH2:18][CH2:19][CH2:20][CH2:21][CH2:22][CH2:23][CH2:24][CH2:25][CH3:26])[CH2:28][CH2:29]3)=[N:10][C:4]=2[CH:3]=1. Procedure details: The mixture of 8,11-dichlorodibenz[b,f][1,4]oxazepine (0.32 g, 1.19 mmol), 1-nonylpiperazine (0.38 g, 1.79 mmol) and 1,8-diazabicyclo[5.4.0]undec-7-ene (DBU) (0.72 mL, 0.73 g, 4.77 mmol) in acetonitrile (15 mL) was heated at reflux for 6 h. After the mixture was concentrated, water (20 mL) and ethyl acetate (20 mL) were added. The two phases were separated and the aqueous phase was extracted with ethyl acetate (2×20 mL). The combined ethyl acetate solution was dried over magnesium sulfate and fi... Reactants: O=C1C=2C=CC=CC2C(C2=C1N=C(S2)C2=CC=NC=C2)=O (4,9-dihydro-4,9-dioxo-2-(4-pyridyl)-naphtho[2,3-d]thiazole), S(O)(O)(=O)=O (sulfuric acid). Run in CO (methanol), CO (methanol). Yields the product S(=O)(=O)(O)O.O=C1C=2C=CC=CC2C(C2=C1N=C(S2)C2=CC=NC=C2)=O (4,9-dihydro-4,9-dioxo-2-(4-pyridyl)-naphtho[2,3-d]thiazole sulfate). The yield is 74.9%. RXN SMILES: [O:1]=[C:2]1[C:11]2[N:12]=[C:13]([C:15]3[CH:20]=[CH:19][N:18]=[CH:17][CH:16]=3)[S:14][C:10]=2[C:9](=[O:21])[C:8]2[CH:7]=[CH:6][CH:5]=[CH:4][C:3]1=2.[S:22](=[O:26])(=[O:25])([OH:24])[OH:23]>CO>[S:22]([OH:26])([OH:25])(=[O:24])=[O:23].[O:1]=[C:2]1[C:11]2[N:12]=[C:13]([C:15]3[CH:20]=[CH:19][N:18]=[CH:17][CH:16]=3)[S:14][C:10]=2[C:9](=[O:21])[C:8]2[CH:7]=[CH:6][CH:5]=[CH:4][C:3]1=2 |f:3.4|. Procedure: To a suspension of 500 mg (1.71 mmol) of 4,9-dihydro-4,9-dioxo-2-(4-pyridyl)-naphtho[2,3-d]thiazole in 60 mL of methanol, 60 mL of a methanol solution containing 0.18 mL (1.74 mmol) of 98% sulfuric acid are added. After 1 h of reflux and complete cooling, the yellow precipitate obtained is filtered, rinsed several times with ethylic ether, and dried. In this manner, 500 mg of 4,9-dihydro-4,9-dioxo-2-(4-pyridyl)-naphtho[2,3-d]thiazole sulfate are obtained, in the form of yellow crystals. Reactants: CO, O=C(O)CCc1conc1-c1ccc(Cl)c(F)c1, O=S(=O)(O)O. Yields the product COC(=O)CCc1conc1-c1ccc(Cl)c(F)c1. As a reaction SMILES: [CH3:24][OH:25].[Cl:1][c:2]1[c:3]([F:18])[cH:4][c:5](-[c:8]2[n:9][o:10][cH:11][c:12]2[CH2:13][CH2:14][C:15](=[O:16])[OH:17])[cH:6][cH:7]1.[S:19](=[O:20])(=[O:21])([OH:22])[OH:23]>>[Cl:1][c:2]1[c:3]([F:18])[cH:4][c:5](-[c:8]2[n:9][o:10][cH:11][c:12]2[CH2:13][CH2:14][C:15](=[O:16])[O:17][CH3:24])[cH:6][cH:7]1.